The task is: describe an organic reaction: reactants, conditions, products, and yield. This data is from the Open Reaction Database (ORD), a public repository of structured organic reaction records. Reactants: S1C(=CC=C1)C1=CN(CO1)C(C1=C(C=CC=C1)Cl)C(=O)OC ((±) 5-(2-thienyl)-3-(methoxycarbonyl-o-chlorobenzyl)-1,3-oxazoline), Cl (HCl). Run in CN(C)C=O (DMF), CN(C)C=O (DMF). The product is OC1C2=C(CN(C1)C(C(=O)OC)C1=C(C=CC=C1)Cl)C=CS2 ((±) Methyl α-(7-Hydroxy-4,5,6,7-tetrahydro-5-thieno[3,2-c]pyridyl)-o-chlorophenylacetate). The yield is 86.6%. As a reaction SMILES: [S:1]1[CH:5]=[CH:4][CH:3]=[C:2]1[C:6]1[O:10][CH2:9][N:8]([CH:11]([C:19]([O:21][CH3:22])=[O:20])[C:12]2[CH:17]=[CH:16][CH:15]=[CH:14][C:13]=2[Cl:18])[CH:7]=1.Cl>CN(C=O)C>[OH:10][CH:6]1[CH2:7][N:8]([CH:11]([C:12]2[CH:17]=[CH:16][CH:15]=[CH:14][C:13]=2[Cl:18])[C:19]([O:21][CH3:22])=[O:20])[CH2:9][C:3]2[CH:4]=[CH:5][S:1][C:2]1=2. Reported procedure: 5-(2-thienyl)-3-(methoxycarbonyl-o-chlorobenzyl)-1,3-oxazoline (22) (5 g, 14.7 mmol) was dissolved in 5 mL of dry DMF and the solution was added dropwise at 0-5° C. over HCl in dry DMF. The reaction was subsequently allowed to warm to room temperature and stirred to complete transformation of the starting material. The solution was partitioned between 1 M sodium bicarbonate solution and toluene. The organic phase was dried on sodium sulfate filtered through a plug of silica gel and evaporated un... Starting materials: ClC1=NC=2N(C(=C1C1=CC(=CC=C1)F)Cl)N=C(N2)C (5,7-Dichloro-6-(3-fluorophenyl)-2-methyl-[1,2,4]triazolo[1,5-a]pyrimidine), [NH4+].[Cl-] (NH4Cl), O (water), C1CCOC1 (THF). Reagents/catalysts: [Zn] (zinc). Run in C(C)O (ethanol). Reaction conditions: time 3.5 hour. Product: ClC1=NC=2N(C=C1C1=CC(=CC=C1)F)N=C(N2)C (5-chloro-6-(3-fluorophenyl)-2-methyl-[1,2,4]triazolo[1,5-a]pyrimidine). The yield is 7.9%. Reaction SMILES: [Cl:1][C:2]1[C:7]([C:8]2[CH:13]=[CH:12][CH:11]=[C:10]([F:14])[CH:9]=2)=[C:6](Cl)[N:5]2[N:16]=[C:17]([CH3:19])[N:18]=[C:4]2[N:3]=1.[NH4+].[Cl-].O.C1COCC1>C(O)C.[Zn]>[Cl:1][C:2]1[C:7]([C:8]2[CH:13]=[CH:12][CH:11]=[C:10]([F:14])[CH:9]=2)=[CH:6][N:5]2[N:16]=[C:17]([CH3:19])[N:18]=[C:4]2[N:3]=1 |f:1.2|. Procedure details: 10.4 g (35 mmol) 5,7-Dichloro-6-(3-fluorophenyl)-2-methyl-[1,2,4]triazolo[1,5-a]pyrimidine are given in 898 mL ethanol. 8.8 g (164.5 mmol) NH4Cl, 630 mL water, 340 mL THF and 14.6 g (224 mmol) zinc powder are added. The mixture is stirred at room temperature for 3.5 hours. The reaction mixture is filtered and the organic solvents are removed. The residue is diluted with water and extracted three times with ethyl acetate. The combined organic layers are washed with brine and dried over Na2SO4. Af...